Dataset: the Open Reaction Database (ORD), a public repository of structured organic reaction records. Task: describe an organic reaction: reactants, conditions, products, and yield The reactants are C(C1=CC=CC=C1)OC1=CC(=C(C=C1)C1=C(C=CC(=C1)C(C)C)OC)CO ((4-Benzyloxy-5′-isopropyl-2′-methoxy-biphenyl-2-yl)-methanol), S(=O)(Cl)Cl (thionyl chloride). Run in C(Cl)Cl (methylene chloride). Run at time 30 minute. The product is C(C1=CC=CC=C1)OC1=CC(=C(C=C1)C1=C(C=CC(=C1)C(C)C)OC)CCl (4-benzyloxy-2-chloromethyl-5′-isopropyl-2′-methoxy-biphenyl). RXN SMILES: [CH2:1]([O:8][C:9]1[CH:14]=[CH:13][C:12]([C:15]2[CH:20]=[C:19]([CH:21]([CH3:23])[CH3:22])[CH:18]=[CH:17][C:16]=2[O:24][CH3:25])=[C:11]([CH2:26]O)[CH:10]=1)[C:2]1[CH:7]=[CH:6][CH:5]=[CH:4][CH:3]=1.S(Cl)([Cl:30])=O>C(Cl)Cl>[CH2:1]([O:8][C:9]1[CH:14]=[CH:13][C:12]([C:15]2[CH:20]=[C:19]([CH:21]([CH3:23])[CH3:22])[CH:18]=[CH:17][C:16]=2[O:24][CH3:25])=[C:11]([CH2:26][Cl:30])[CH:10]=1)[C:2]1[CH:7]=[CH:6][CH:5]=[CH:4][CH:3]=1. Procedure: (4-Benzyloxy-5′-isopropyl-2′-methoxy-biphenyl-2-yl)-methanol (1.10 g) is dissolved in methylene chloride (10 ml), and thereto is added thionyl chloride (332 μl) and the mixture is stirred at room temperature for 30 minutes. The reaction solution is concentrated under reduced pressure, and the residue is purified by silica gel column chromatography (hexane:ethyl acetate=1:0→9:1) to give 4-benzyloxy-2-chloromethyl-5′-isopropyl-2′-methoxy-biphenyl (1.15 g). MS (m/z): 345 The reactants are N1CC(CCCC1)NC1=NC=CC=C1C=1N=C2C(=NC1)N(C=C2)COCC[Si](C)(C)C (azepan-3-yl-{3-[5-(2-trimethylsilanyl-ethoxymethyl)-5H-pyrrolo[2,3-b]pyrazin-2-yl]-pyridin-2-yl}-amine), CS(=O)(=O)Cl (methanesulfonyl chloride), CCN(C(C)C)C(C)C (DIPEA). Product: CS(=O)(=O)N1CC(CCCC1)NC1=NC=CC=C1C=1N=C2C(=NC1)N(C=C2)COCC[Si](C)(C)C ((1-Methanesulfonyl-azepan-3-yl)-{3-[5-(2-trimethylsilanyl-ethoxymethyl)-5H-pyrrolo[2,3-b]pyrazin-2-yl]-pyridin-2-yl}-amine). RXN SMILES: [NH:1]1[CH2:7][CH2:6][CH2:5][CH2:4][CH:3]([NH:8][C:9]2[C:14]([C:15]3[N:16]=[C:17]4[CH:23]=[CH:22][N:21]([CH2:24][O:25][CH2:26][CH2:27][Si:28]([CH3:31])([CH3:30])[CH3:29])[C:18]4=[N:19][CH:20]=3)=[CH:13][CH:12]=[CH:11][N:10]=2)[CH2:2]1.[CH3:32][S:33](Cl)(=[O:35])=[O:34].CCN(C(C)C)C(C)C>>[CH3:32][S:33]([N:1]1[CH2:7][CH2:6][CH2:5][CH2:4][CH:3]([NH:8][C:9]2[C:14]([C:15]3[N:16]=[C:17]4[CH:23]=[CH:22][N:21]([CH2:24][O:25][CH2:26][CH2:27][Si:28]([CH3:31])([CH3:30])[CH3:29])[C:18]4=[N:19][CH:20]=3)=[CH:13][CH:12]=[CH:11][N:10]=2)[CH2:2]1)(=[O:35])=[O:34]. Procedure details: (1-Methanesulfonyl-azepan-3-yl)-{3-[5-(2-trimethylsilanyl-ethoxymethyl)-5H-pyrrolo[2,3-b]pyrazin-2-yl]-pyridin-2-yl}-amine was prepared from azepan-3-yl-{3-[5-(2-trimethylsilanyl-ethoxymethyl)-5H-pyrrolo[2,3-b]pyrazin-2-yl]-pyridin-2-yl}-amine and methanesulfonyl chloride, using 4 equivalents of DIPEA as base and following the general synthetic procedures described in the above Examples. The reactants are [Na+], C1CCOC1, [OH-], O=C1Cc2c(CCO)cccc2N1, S=C=Nc1ccccc1. Yields the product O=C1Cc2c(CCOC(=S)Nc3ccccc3)cccc2N1. RXN SMILES: [Na+:24].[O:25]1[CH2:26][CH2:27][CH2:28][CH2:29]1.[OH-:23].[OH:10][CH2:11][CH2:12][c:13]1[c:14]2[c:18]([cH:19][cH:20][cH:21]1)[NH:17][C:16](=[O:22])[CH2:15]2.[c:1]1([N:7]=[C:8]=[S:9])[cH:2][cH:3][cH:4][cH:5][cH:6]1>>[c:1]1([NH:7][C:8](=[S:9])[O:10][CH2:11][CH2:12][c:13]2[c:14]3[c:18]([cH:19][cH:20][cH:21]2)[NH:17][C:16](=[O:22])[CH2:15]3)[cH:2][cH:3][cH:4][cH:5][cH:6]1. Reactants: CC(C)(C)OC(=O)NCC(O)CNC(=O)C(CCCNC(=N)N(C(=O)OC(C)(C)C)C(=O)OC(C)(C)C)NC(=O)OCc1ccccc1, CCO. Yields the product CC(C)(C)OC(=O)NCC(O)CNC(=O)C(N)CCCNC(=N)N(C(=O)OC(C)(C)C)C(=O)OC(C)(C)C. Reaction SMILES: [C:1]([CH3:2])([CH3:3])([CH3:4])[O:5][C:6](=[O:7])[N:8]([C:9](=[O:10])[O:11][C:12]([CH3:13])([CH3:14])[CH3:15])[C:16]([NH:17][CH2:18][CH2:19][CH2:20][CH:21]([C:22]([NH:23][CH2:24][CH:25]([CH2:26][NH:27][C:28]([O:29][C:30]([CH3:31])([CH3:32])[CH3:33])=[O:34])[OH:35])=[O:36])[NH:37][C:38]([O:39][CH2:40][c:41]1[cH:42][cH:43][cH:44][cH:45][cH:46]1)=[O:47])=[NH:48].[CH3:49][CH2:50][OH:51]>>[C:1]([CH3:2])([CH3:3])([CH3:4])[O:5][C:6](=[O:7])[N:8]([C:9](=[O:10])[O:11][C:12]([CH3:13])([CH3:14])[CH3:15])[C:16]([NH:17][CH2:18][CH2:19][CH2:20][CH:21]([C:22]([NH:23][CH2:24][CH:25]([CH2:26][NH:27][C:28]([O:29][C:30]([CH3:31])([CH3:32])[CH3:33])=[O:34])[OH:35])=[O:36])[NH2:37])=[NH:48]. Starting materials: O=C1CCC(=O)N1Br, ClC(Cl)(Cl)Cl, O=[N+]([O-])c1ccc2[nH]ncc2c1, CC(C)(C#N)N=NC(C)(C)C#N. Yields the product O=[N+]([O-])c1ccc2[nH]nc(Br)c2c1. As a reaction SMILES: [Br:13][N:14]1[C:15](=[O:16])[CH2:17][CH2:18][C:19]1=[O:20].[C:33]([Cl:34])([Cl:35])([Cl:36])[Cl:37].[N+:1](=[O:2])([O-:3])[c:4]1[cH:5][c:6]2[cH:7][n:8][nH:9][c:10]2[cH:11][cH:12]1.[N:21]([C:22]([CH3:23])([CH3:24])[C:25]#[N:26])=[N:27][C:28]([CH3:29])([CH3:30])[C:31]#[N:32]>>[N+:1](=[O:2])([O-:3])[c:4]1[cH:5][c:6]2[c:7]([Br:13])[n:8][nH:9][c:10]2[cH:11][cH:12]1. The reactants are C1(CCCCC1)P(C1=C(C=CC=C1)C1=C(C=CC=C1OC)OC)C1CCCCC1 (2-Dicyclohexylphosphino-2′,6′-dimethoxy-1,1′-biphenyl), BrC1=C(C(=O)O)C=CC(=C1)C(F)(F)F (2-Bromo-4-trifluoromethyl-benzoic acid), C1(=CC=CC=C1)B(O)O (phenylboronic acid). Reagents/catalysts: C(C)(=O)[O-].[Pd+2].C(C)(=O)[O-] (palladium acetate). Solvent: C([O-])([O-])=O.[Na+].[Na+] (sodium carbonate), O1CCOCC1 (dioxane), C(C)(=O)OCC (ethyl acetate), O (water), C([O-])([O-])=O.[Na+].[Na+] (sodium carbonate). Yields the product FC(C1=CC=C(C(=C1)C1=CC=CC=C1)C(=O)O)(F)F (5-Trifluoromethyl-biphenyl-2-carboxylic acid). Isolated yield 63.6%. Reaction SMILES: Br[C:2]1[CH:10]=[C:9]([C:11]([F:14])([F:13])[F:12])[CH:8]=[CH:7][C:3]=1[C:4]([OH:6])=[O:5].[C:15]1(B(O)O)[CH:20]=[CH:19][CH:18]=[CH:17][CH:16]=1.C1(P(C2CCCCC2)C2C=CC=CC=2C2C(OC)=CC=CC=2OC)CCCCC1>O1CCOCC1.C(=O)([O-])[O-].[Na+].[Na+].C(OCC)(=O)C.O.C([O-])(=O)C.[Pd+2].C([O-])(=O)C>[F:12][C:11]([F:14])([F:13])[C:9]1[CH:10]=[C:2]([C:15]2[CH:20]=[CH:19][CH:18]=[CH:17][CH:16]=2)[C:3]([C:4]([OH:6])=[O:5])=[CH:7][CH:8]=1 |f:4.5.6,9.10.11|. Procedure: 2-Bromo-4-trifluoromethyl-benzoic acid (100 mg, 0.372 mmol) and phenylboronic acid (70 mg, 0.574 mmol) were dissolved in 6 mL dioxane and 3 mL 1N sodium carbonate solution. The mixture was evacuated and back-filled with argon several times to remove oxygen. 2-Dicyclohexylphosphino-2′,6′-dimethoxy-1,1′-biphenyl (S-Phos, 31 mg, 0.075 mmol) and palladium acetate (8 mg, 0.036 mmol) were added and the reaction mixture was refluxed overnight. The mixture was diluted with ethyl acetate, water and 2N so...